This data is from the Open Reaction Database (ORD), a public repository of structured organic reaction records. The task is: describe an organic reaction: reactants, conditions, products, and yield The reactants are NC(CO[C@H]([C@H]1CN(CCC1)C(=O)OC(C)(C)C)C1=CC(=CC=C1)Cl)=O ((R)-tert-Butyl 3-((R)-(2-amino-2-oxoethoxy)(3-chlorophenyl)methyl)piperidine-1-carboxylate). Solvent: C1(=CC=CC=C1)C (toluene), C1(=CC=CC=C1)C (toluene). Reaction conditions: temperature 0 celsius, time 12 hour. The product is NCCO[C@H]([C@H]1CN(CCC1)C(=O)OC(C)(C)C)C1=CC(=CC=C1)Cl ((R)-tert-butyl 3-((R)-(2-aminoethoxy)(3-chlorophenyl)methyl)piperidine-1-carboxylate). Yield: 109.5%. As a reaction SMILES: [NH2:1][C:2](=O)[CH2:3][O:4][C@@H:5]([C:19]1[CH:24]=[CH:23][CH:22]=[C:21]([Cl:25])[CH:20]=1)[C@@H:6]1[CH2:11][CH2:10][CH2:9][N:8]([C:12]([O:14][C:15]([CH3:18])([CH3:17])[CH3:16])=[O:13])[CH2:7]1>C1(C)C=CC=CC=1>[NH2:1][CH2:2][CH2:3][O:4][C@@H:5]([C:19]1[CH:24]=[CH:23][CH:22]=[C:21]([Cl:25])[CH:20]=1)[C@@H:6]1[CH2:11][CH2:10][CH2:9][N:8]([C:12]([O:14][C:15]([CH3:18])([CH3:16])[CH3:17])=[O:13])[CH2:7]1. Reported procedure: (R)-tert-Butyl 3-((R)-(2-amino-2-oxoethoxy)(3-chlorophenyl)methyl)piperidine-1-carboxylate (1.10 g, 2.60 mmol) was dissolved in anhydrous toluene (30 mL) and cooled to 0° C. Red-A1 (65% in toluene, 2.6 mL, 8.64 mmol) was added dropwise. After the addition, the reaction was stirred at rt for 12 h and quenched by adding water slowly. The resulting mixture was filtered through Celite, washing with THF. The filtrate was evaporated under reduced pressure to give crude (R)-tert-butyl 3-((R)-(2-aminoet... Reactants: F[B-](F)(F)F.C[N+]1=C(C(CC1)(C1=CC=CC=C1)C)C (1,2,3-trimethyl-3-phenyl-1-pyrrolinium tetrafluoroborate), ClCCl (dichloromethane), [N+](=[N-])=C (diazomethane). Solvent: C(C)OCC (diethyl ether). Run at temperature 0 celsius, time 12 hour. Product: F[B-](F)(F)F.C[N+]12C(C(CC1)(C1=CC=CC=C1)C)(C2)C (1,2,3-trimethyl-3-phenyl-1,2-methylene pyrrolidinium tetrafluoroborate). Reaction SMILES: [F:1][B-:2]([F:5])([F:4])[F:3].[CH3:6][N+:7]1[CH2:11][CH2:10][C:9]([CH3:18])([C:12]2[CH:17]=[CH:16][CH:15]=[CH:14][CH:13]=2)[C:8]=1[CH3:19].Cl[CH2:21]Cl.[N+](=C)=[N-]>C(OCC)C>[F:1][B-:2]([F:5])([F:4])[F:3].[CH3:6][N+:7]12[CH2:19][C:8]1([CH3:21])[C:9]([CH3:18])([C:12]1[CH:17]=[CH:16][CH:15]=[CH:14][CH:13]=1)[CH2:10][CH2:11]2 |f:0.1,5.6|. Procedure details: A solution of 17 g. of 1,2,3-trimethyl-3-phenyl-1-pyrrolinium tetrafluoroborate in 400 cc. of dichloromethane was stirred and cooled to 0° C. in an ice-water bath. A solution of diazomethane in diethyl ether was added dropwise to the reaction mixture over 21/2 hours. The reaction mixture was warmed to 25° C. and stirred for 12 hours. The solvent was evaporated from the reaction mixture under reduced pressure to provide 1,2,3-trimethyl-3-phenyl-1,2-methylene pyrrolidinium tetrafluoroborate as a s... Starting materials: Brc1ccccn1, [Li]CCCC, CCCCCC, O=Cc1cc(F)ccc1F, C1CCOC1, O. Yields the product OC(c1ccccn1)c1cc(F)ccc1F. RXN SMILES: [Br:12][c:13]1[cH:14][cH:15][cH:16][cH:17][n:18]1.[CH2:7]([Li:8])[CH2:9][CH2:10][CH3:11].[CH3:1][CH2:2][CH2:3][CH2:4][CH2:5][CH3:6].[F:19][c:20]1[c:21]([CH:22]=[O:23])[cH:24][c:25]([F:28])[cH:26][cH:27]1.[O:30]1[CH2:31][CH2:32][CH2:33][CH2:34]1.[OH2:29]>>[c:13]1([CH:22]([c:21]2[c:20]([F:19])[cH:27][cH:26][c:25]([F:28])[cH:24]2)[OH:23])[cH:14][cH:15][cH:16][cH:17][n:18]1. The reactants are O=C1NCCCC12CCN(CC2)C(=O)OC(C)(C)C (tert-butyl 1-oxo-2,9-diazaspiro[5.5]undecane-9-carboxylate), FC(S(=O)(=O)OC=1COC(C1C)=O)(F)F (4-methyl-5-oxo-2,5-dihydrofuran-3-yl trifluoromethanesulfonate), CC1(C2=C(C(=CC=C2)P(C3=CC=CC=C3)C4=CC=CC=C4)OC5=C(C=CC=C51)P(C6=CC=CC=C6)C7=CC=CC=C7)C (Xantphos), C([O-])([O-])=O.[Cs+].[Cs+] (cesium carbonate). The reagents and catalysts are C=1C=CC(=CC1)/C=C/C(=O)/C=C/C2=CC=CC=C2.C=1C=CC(=CC1)/C=C/C(=O)/C=C/C2=CC=CC=C2.C=1C=CC(=CC1)/C=C/C(=O)/C=C/C2=CC=CC=C2.[Pd].[Pd] (Pd2(dba)3). Conditions: temperature 90 celsius. Product: CC1=C(COC1=O)N1C(C2(CCC1)CCN(CC2)C(=O)OC(C)(C)C)=O (tert-Butyl 2-(4-methyl-5-oxo-2,5-dihydrofuran-3-yl)-1-oxo-2,9-diazaspiro[5.5]undecane-9-carboxylate). As a reaction SMILES: [O:1]=[C:2]1[C:7]2([CH2:12][CH2:11][N:10]([C:13]([O:15][C:16]([CH3:19])([CH3:18])[CH3:17])=[O:14])[CH2:9][CH2:8]2)[CH2:6][CH2:5][CH2:4][NH:3]1.FC(F)(F)S(O[C:26]1[CH2:27][O:28][C:29](=[O:32])[C:30]=1[CH3:31])(=O)=O.CC1(C)C2C(=C(P(C3C=CC=CC=3)C3C=CC=CC=3)C=CC=2)OC2C(P(C3C=CC=CC=3)C3C=CC=CC=3)=CC=CC1=2.C(=O)([O-])[O-].[Cs+].[Cs+]>C1C=CC(/C=C/C(/C=C/C2C=CC=CC=2)=O)=CC=1.C1C=CC(/C=C/C(/C=C/C2C=CC=CC=2)=O)=CC=1.C1C=CC(/C=C/C(/C=C/C2C=CC=CC=2)=O)=CC=1.[Pd].[Pd]>[CH3:31][C:30]1[C:29](=[O:32])[O:28][CH2:27][C:26]=1[N:3]1[CH2:4][CH2:5][CH2:6][C:7]2([CH2:8][CH2:9][N:10]([C:13]([O:15][C:16]([CH3:19])([CH3:18])[CH3:17])=[O:14])[CH2:11][CH2:12]2)[C:2]1=[O:1] |f:3.4.5,6.7.8.9.10|. Reported procedure: A microwave vial was charged with commercially available tert-butyl 1-oxo-2,9-diazaspiro[5.5]undecane-9-carboxylate (Shanghai AQ BioPharma Co., Ltd, catalog #ABP3640, 100 mg, 0.373 mmol), 4-methyl-5-oxo-2,5-dihydrofuran-3-yl trifluoromethanesulfonate (110 mg, 0.447 mmol), Pd2(dba)3 (17 mg, 0.019 mmol), Xantphos (32 mg, 0.056 mmol), and cesium carbonate (182 mg, 0.559 mmol). The vial was sealed, degassed, and filled with toluene (1.5 mL). The reaction mixture was heated at 90° C. overnight, and w... The reactants are ClC1=C2C(=C(N=N1)N1C[C@@H](N(CC1)C(=O)N1CCCCC1)C)C=NC=C2 ((S)-(4-(1-chloropyrido[3,4-d]pyridazin-4-yl)-2-methylpiperazin-1-yl)(piperidin-1-yl)methanone), OCC1=CC=C(C=C1)B(O)O (4-(hydroxymethyl)phenylboronic acid), C([O-])([O-])=O.[Na+].[Na+] (sodium carbonate). Reagents/catalysts: C=1C=CC(=CC1)[P](C=2C=CC=CC2)(C=3C=CC=CC3)[Pd]([P](C=4C=CC=CC4)(C=5C=CC=CC5)C=6C=CC=CC6)([P](C=7C=CC=CC7)(C=8C=CC=CC8)C=9C=CC=CC9)[P](C=1C=CC=CC1)(C=1C=CC=CC1)C=1C=CC=CC1 (tetrakis(triphenylphosphine)palladium). Yields the product OCC1=CC=C(C=C1)C1=C2C(=C(N=N1)N1C[C@@H](N(CC1)C(=O)N1CCCCC1)C)C=NC=C2 ((S)-(4-(1-(4-(hydroxymethyl)phenyl)pyrido[3,4-d]pyridazin-4-yl)-2-methylpiperazin-1-yl)(piperidin-1-yl)methanone). As a reaction SMILES: Cl[C:2]1[N:7]=[N:6][C:5]([N:8]2[CH2:13][CH2:12][N:11]([C:14]([N:16]3[CH2:21][CH2:20][CH2:19][CH2:18][CH2:17]3)=[O:15])[C@@H:10]([CH3:22])[CH2:9]2)=[C:4]2[CH:23]=[N:24][CH:25]=[CH:26][C:3]=12.[OH:27][CH2:28][C:29]1[CH:34]=[CH:33][C:32](B(O)O)=[CH:31][CH:30]=1.C(=O)([O-])[O-].[Na+].[Na+]>C1C=CC([P]([Pd]([P](C2C=CC=CC=2)(C2C=CC=CC=2)C2C=CC=CC=2)([P](C2C=CC=CC=2)(C2C=CC=CC=2)C2C=CC=CC=2)[P](C2C=CC=CC=2)(C2C=CC=CC=2)C2C=CC=CC=2)(C2C=CC=CC=2)C2C=CC=CC=2)=CC=1>[OH:27][CH2:28][C:29]1[CH:34]=[CH:33][C:32]([C:2]2[N:7]=[N:6][C:5]([N:8]3[CH2:13][CH2:12][N:11]([C:14]([N:16]4[CH2:21][CH2:20][CH2:19][CH2:18][CH2:17]4)=[O:15])[C@@H:10]([CH3:22])[CH2:9]3)=[C:4]3[CH:23]=[N:24][CH:25]=[CH:26][C:3]=23)=[CH:31][CH:30]=1 |f:2.3.4,^1:47,49,68,87|. Reported procedure: Using methods described in Example 1, and starting with (S)-(4-(1-chloropyrido[3,4-d]pyridazin-4-yl)-2-methylpiperazin-1-yl)(piperidin-1-yl)methanone 7 (200 mg, 534 μmol), tetrakis(triphenylphosphine)palladium (31 mg, 27 μmol), 4-(hydroxymethyl)phenylboronic acid (122 mg, 800 μmol) and 2 M sodium carbonate (534 μl, 1067 μmol), (S)-(4-(1-(4-(hydroxymethyl)phenyl)pyrido[3,4-d]pyridazin-4-yl)-2-methylpiperazin-1-yl)(piperidin-1-yl)methanone 9 was obtained. MS 446.2 (calc'd) 447.3 (M+H, found). Starting materials: COC1=C(C=CC=C1)O (ortho-methoxyphenol), O1CCOCC1 (dioxane), C=O (formalin), COC1=CC=C(CCN)C=C1 (para-methoxyphenethylamine). The product is COC1=CC=CC=2CN(COC21)CCC2=CC=C(C=C2)OC (8-methoxy-3-(4-methoxyphenethyl)-3,4-dihydro-2H-1,3-benzoxazine). Reaction SMILES: CO[C:3]1[CH:8]=[CH:7]C=[CH:5][C:4]=1O.C=O.[CH3:12][O:13][C:14]1[CH:22]=[CH:21][C:17]([CH2:18][CH2:19][NH2:20])=[CH:16][CH:15]=1.[O:23]1[CH2:28][CH2:27][O:26][CH2:25][CH2:24]1>>[CH3:27][O:26][C:25]1[C:24]2[O:23][CH2:28][N:20]([CH2:19][CH2:18][C:17]3[CH:21]=[CH:22][C:14]([O:13][CH3:12])=[CH:15][CH:16]=3)[CH2:7][C:8]=2[CH:3]=[CH:4][CH:5]=1. Procedure: To 20 ml. of dioxane are added 5 g. of ortho-methoxyphenol, 9 ml. of 37 % formalin and 6.7 g. of para-methoxyphenethylamine. The mixture is heated on reflux for 4 hours and concentrated to dryness under reduced pressure. The residue is purified by column chromatography on silica gel with a mixture of acetone and benzene (1:4). The resultant oily substance is left standing at cool place for one month to be solidified. Recrystallization from petroleum ether yields 8-methoxy-3-(4-methoxyphenethyl)-... Reactants: CC(C)COP(C)(=O)C(C)CC#N, CCO, [H][H], N. Product: CC(C)COP(C)(=O)C(C)CCN. RXN SMILES: [C:1](#[N:2])[CH2:3][CH:4]([CH3:5])[P:6]([O:7][CH2:8][CH:9]([CH3:10])[CH3:11])(=[O:12])[CH3:13].[CH3:17][CH2:18][OH:19].[H:15][H:16].[NH3:14]>>[CH2:1]([NH2:2])[CH2:3][CH:4]([CH3:5])[P:6]([O:7][CH2:8][CH:9]([CH3:10])[CH3:11])(=[O:12])[CH3:13].